From a dataset of the Open Reaction Database (ORD), a public repository of structured organic reaction records. describe an organic reaction: reactants, conditions, products, and yield Starting materials: [OH-].[Na+] (sodium hydroxide), CC(C(=O)OC)C1=CC(=CC(=C1)C(F)(F)F)C(F)(F)F ((RS)-methyl α-methyl-3,5-bis(trifluoromethyl)benzeneacetate). The solvent is CO (methanol). The product is CC(C(=O)O)C1=CC(=CC(=C1)C(F)(F)F)C(F)(F)F ((RS)-α-Methyl-3,5-bis(trifluoromethyl)benzeneacetic Acid). The yield is 100.5%. RXN SMILES: [OH-].[Na+].[CH3:3][CH:4]([C:9]1[CH:14]=[C:13]([C:15]([F:18])([F:17])[F:16])[CH:12]=[C:11]([C:19]([F:22])([F:21])[F:20])[CH:10]=1)[C:5]([O:7]C)=[O:6]>CO>[CH3:3][CH:4]([C:9]1[CH:10]=[C:11]([C:19]([F:20])([F:21])[F:22])[CH:12]=[C:13]([C:15]([F:16])([F:17])[F:18])[CH:14]=1)[C:5]([OH:7])=[O:6] |f:0.1|. Procedure: Aqueous sodium hydroxide (4M, 3 mL, 12 mmol) was added to a solution of (RS)-methyl α-methyl-3,5-bis(trifluoromethyl)benzeneacetate (Description 3, 0.96 g, 3.2 mmol) in methanol (5 mL) and the mixture was heated under reflux for 1 hour. The mixture was cooled and the solvent was evaporated under reduced pressure. The residue was diluted with water, acidified with hydrochloric acid (2M) and extracted with ethyl acetate (2×25 mL). The combined organic fractions were washed with brine, dried (MgSO4... Reactants: [Br-], C1CCOC1, COc1cc(C#N)cc(OC)c1, CCOCC, [Mg+]C1CCCC1, [Cl-], O, O=S(=O)(O)O. The product is COc1cc(OC)cc(C(=O)C2CCCC2)c1. RXN SMILES: [Br-:20].[CH2:26]1[O:27][CH2:28][CH2:29][CH2:30]1.[CH3:1][O:2][c:3]1[cH:4][c:5]([C:6]#[N:7])[cH:8][c:9]([O:11][CH3:12])[cH:10]1.[CH3:31][CH2:32][O:33][CH2:34][CH3:35].[CH:14]1([Mg+:19])[CH2:15][CH2:16][CH2:17][CH2:18]1.[Cl-:13].[OH2:36].[S:21]([OH:22])(=[O:23])(=[O:24])[OH:25]>>[CH3:1][O:2][c:3]1[cH:4][c:5]([C:6]([CH:14]2[CH2:15][CH2:16][CH2:17][CH2:18]2)=[O:22])[cH:8][c:9]([O:11][CH3:12])[cH:10]1. Yields the product N[C@H]1CN(CCC1)C(=O)C1=CC2=C(N(C(=N2)C2=CC=3C(=NC=CC3)N2CC2CC2)C)C=C1 ((R)-(3-Aminopiperidin-1-yl)(2-(1-(cyclopropylmethyl)-1H-pyrrolo[2,3-b]pyridin-2-yl)-1-methyl-1H-benzo[d]imidazol-5-yl)methanone). As a reaction SMILES: C(OC(=O)[NH:7][C@@H:8]1[CH2:13][CH2:12][CH2:11][N:10]([C:14]([C:16]2[CH:38]=[CH:37][C:19]3[N:20]([CH3:36])[C:21]([C:23]4[N:31]([CH2:32][CH:33]5[CH2:35][CH2:34]5)[C:26]5=[N:27][CH:28]=[CH:29][CH:30]=[C:25]5[CH:24]=4)=[N:22][C:18]=3[CH:17]=2)=[O:15])[CH2:9]1)(C)(C)C.C(O)(C(F)(F)F)=O>ClCCl.CO.C(O)C>[NH2:7][C@@H:8]1[CH2:13][CH2:12][CH2:11][N:10]([C:14]([C:16]2[CH:38]=[CH:37][C:19]3[N:20]([CH3:36])[C:21]([C:23]4[N:31]([CH2:32][CH:33]5[CH2:34][CH2:35]5)[C:26]5=[N:27][CH:28]=[CH:29][CH:30]=[C:25]5[CH:24]=4)=[N:22][C:18]=3[CH:17]=2)=[O:15])[CH2:9]1. Run in CO (methanol), C(C)O (ethanol), ClCCl (dichloromethane). Procedure: To a solution of (R)-tert-butyl(1-(2-(1-(cyclopropylmethyl)-1H-pyrrolo[2,3-b]pyridin-2-yl)-1-methyl-1H-benzo[d]imidazole-5-carbonyl)piperidin-3-yl)carbamate (3.402 g, 6.44 mmol) in dichloromethane (DCM) (40 ml) was added TFA (9 ml, 118 mmol) dropwise. The reaction mixture was stirred for 3 hours. The reaction mixture was concentrated under vacuum to afford a yellow oil. The oil was dissolved in methanol and loaded onto a 70 g SCX cartridge. The column was washed with MeOH (2CV) and the product c... Reactants: C(C)(C)(C)OC(N[C@H]1CN(CCC1)C(=O)C1=CC2=C(N(C(=N2)C2=CC=3C(=NC=CC3)N2CC2CC2)C)C=C1)=O ((R)-tert-butyl(1-(2-(1-(cyclopropylmethyl)-1H-pyrrolo[2,3-b]pyridin-2-yl)-1-methyl-1H-benzo[d]imidazole-5-carbonyl)piperidin-3-yl)carbamate), C(=O)(C(F)(F)F)O (TFA). The yield is 94.6%. Run at time 3 hour.